From a dataset of the Open Reaction Database (ORD), a public repository of structured organic reaction records. describe an organic reaction: reactants, conditions, products, and yield Reactants: ClC1=C(C(=CC=C1)Cl)NC=1NC2=C(N1)C=C(C1=C2CC(O1)(C)C)C(=O)O (2-[(2,6-dichlorophenyl)amino]-7,7-dimethyl-7,8-dihydro-1H-furo[3,2-e]benzimidazole-5-carboxylic acid), CN(C)C=O (DMF), BrC1=CC=C(N)C=C1 (4-bromo aniline), F[B-](F)(F)F.N1(N=NC2=C1C=CC=C2)OC(=[N+](C)C)N(C)C (O-(benzotriazol-1-yl)-N,N,N′,N′-tetramethyluronium tetrafluoroborate), TEA. Run in C1CCOC1 (THF). The product is BrC1=CC=C(C=C1)NC(=O)C=1C2=C(C3=C(N=C(N3)NC3=C(C=CC=C3Cl)Cl)C1)CC(O2)(C)C (N-(4-Bromophenyl)-2-[(2,6-dichlorophenyl)amino]-7,7-dimethyl-7,8-dihydro-1H-furo[3,2-e]benzimidazole-5-carboxamide). Yield: 13.5%. RXN SMILES: [Cl:1][C:2]1[CH:7]=[CH:6][CH:5]=[C:4]([Cl:8])[C:3]=1[NH:9][C:10]1[NH:11][C:12]2[C:18]3[CH2:19][C:20]([CH3:23])([CH3:22])[O:21][C:17]=3[C:16]([C:24]([OH:26])=O)=[CH:15][C:13]=2[N:14]=1.F[B-](F)(F)F.N1(OC(N(C)C)=[N+](C)C)C2C=CC=CC=2N=N1.CN(C=O)C.[Br:54][C:55]1[CH:61]=[CH:60][C:58]([NH2:59])=[CH:57][CH:56]=1>C1COCC1>[Br:54][C:55]1[CH:61]=[CH:60][C:58]([NH:59][C:24]([C:16]2[C:17]3[O:21][C:20]([CH3:22])([CH3:23])[CH2:19][C:18]=3[C:12]3[NH:11][C:10]([NH:9][C:3]4[C:4]([Cl:8])=[CH:5][CH:6]=[CH:7][C:2]=4[Cl:1])=[N:14][C:13]=3[CH:15]=2)=[O:26])=[CH:57][CH:56]=1 |f:1.2|. Procedure: The title compound was prepared following the procedure as described for Example-1 using 2-[(2,6-dichlorophenyl)amino]-7,7-dimethyl-7,8-dihydro-1H-furo[3,2-e]benzimidazole-5-carboxylic acid (Intermediate-6, 0.080 g, 0.204 mmol), O-(benzotriazol-1-yl)-N,N,N′,N′-tetramethyluronium tetrafluoroborate (0.130 g, 0.400 mmol), TEA (1.5 mL), DMF (1.5 mL), THF (7.0 mL) and 4-bromo aniline (0.070 g, 0.400 mmol) to afford 0.015 g of the desired product. 1HNMR (DMSO-d6): δ 1.30-1.45 (m, 3H), 1.46-1.56 (m, 3H... Reactants: O=C1NC2=C(C(OC1)C1=C(C=CC=C1)C(F)(F)F)C=C(C=C2)Cl (2-oxo-5-(2-trifluoromethylphenyl)-7-chloro-1,2,3,5-tetrahydro[4,1]benzoxazepine), Cl (hydrochloric acid), CN(C=O)C (dimethylformamide), [BH4-].[Na+] (sodium borohydride), ice water. Conditions: time 2 hour. Product: O=C1NC2=C(C(OC1)C1=NC=CC=C1)C=C(C=C2)Cl (2-oxo-5-(2-pyridyl)-7-chloro-1,2,3,5-tetrahydro[4,1]-benzoxazepine). As a reaction SMILES: [O:1]=[C:2]1[CH2:8][O:7][CH:6]([C:9]2C=[CH:13][CH:12]=[CH:11][C:10]=2C(F)(F)F)[C:5]2[CH:19]=[C:20]([Cl:23])[CH:21]=[CH:22][C:4]=2[NH:3]1.[BH4-].[Na+].Cl.C[N:28](C)C=O>>[O:1]=[C:2]1[CH2:8][O:7][CH:6]([C:9]2[CH:10]=[CH:11][CH:12]=[CH:13][N:28]=2)[C:5]2[CH:19]=[C:20]([Cl:23])[CH:21]=[CH:22][C:4]=2[NH:3]1 |f:1.2|. Reported procedure: To a solution of Compound 2 (9.8 g) in dimethylformamide (80 ml) is gradually added sodium borohydride (1.1 g) at 0° C., and the mixture is stirred at the same temperature for 2 hours, mixed with ice water, acidified with hydrochloric acid, and extracted with ethyl acetate. The organic layer is washed with water, dried over anhydrous sodium sulfate, and concentrated. The residue is purified on column chromatography [silica gel/methylene chloride-ethyl acetate (20:3 v/v)] to give crystalline 2-(2... The reactants are BrC1=NC=CC(=C1)O (2-bromopyridin-4-ol), BrCC1CC1 ((bromomethyl)cyclopropane), C([O-])([O-])=O.[Cs+].[Cs+] (cesium carbonate). Run in CN(C)C=O (DMF). Reaction conditions: temperature 120 celsius. Product: BrC1=NC=CC(=C1)OCC1CC1 (2-bromo-4-cyclopropylmethoxy-pyridine). Isolated yield 69.1%. RXN SMILES: [Br:1][C:2]1[CH:7]=[C:6]([OH:8])[CH:5]=[CH:4][N:3]=1.Br[CH2:10][CH:11]1[CH2:13][CH2:12]1.C(=O)([O-])[O-].[Cs+].[Cs+]>CN(C=O)C>[Br:1][C:2]1[CH:7]=[C:6]([O:8][CH2:10][CH:11]2[CH2:13][CH2:12]2)[CH:5]=[CH:4][N:3]=1 |f:2.3.4|. Procedure: To a solution of 2-bromopyridin-4-ol (1.6 g, 9.2 mmol) and (bromomethyl)cyclopropane (1.61 g, 12.0 mmol) in DMF (12 mL) in a microwave vial was added cesium carbonate (4.19 g, 12.9 mmol). The vial was sealed and heated in a microwave reactor at 120° C. for 4 h. The reaction mixture was cooled to room temperature, quenched with water and extracted with EtOAc (2×). The combined organics were washed with sat'd NaCl then dried over MgSO4 and concentrated. The residue was purified by SiO2 chromatogra... Reactants: ice, C(C1=CC=CC=C1)N1C(=C(C=C1)C#N)C(=O)N(C)CC(=O)OC (methyl 2-(1-benzyl-3-cyano-N-methyl-1H-pyrrole-2-carboxamido)acetate), [H-].[Na+] (NaH). The solvent is O1CCCC1 (Tetrahydrofuran). Conditions: temperature 0 celsius, time 30 minute. The product is C(C1=CC=CC=C1)N1C=CC2=C1C(N(C(C2=N)C(=O)OC)C)=O (methyl 1-benzyl-4-imino-6-methyl-7-oxo-4,5,6,7-tetrahydro-1H-pyrrolo[2,3-c]pyridine-5-carboxylate). Yield: 97.6%. As a reaction SMILES: [CH2:1]([N:8]1[CH:12]=[CH:11][C:10]([C:13]#[N:14])=[C:9]1[C:15]([N:17]([CH2:19][C:20]([O:22][CH3:23])=[O:21])[CH3:18])=[O:16])[C:2]1[CH:7]=[CH:6][CH:5]=[CH:4][CH:3]=1.[H-].[Na+]>O1CCCC1>[CH2:1]([N:8]1[C:9]2[C:15](=[O:16])[N:17]([CH3:18])[CH:19]([C:20]([O:22][CH3:23])=[O:21])[C:13](=[NH:14])[C:10]=2[CH:11]=[CH:12]1)[C:2]1[CH:3]=[CH:4][CH:5]=[CH:6][CH:7]=1 |f:1.2|. Reported procedure: An ice cold solution of methyl 2-(1-benzyl-3-cyano-N-methyl-1H-pyrrole-2-carboxamido)acetate (9.2 g, 29.6 mmol) in Tetrahydrofuran (THF) (100 mL) was treated with NaH, 60% dispersion in mineral oil, (1.536 g, 38.4 mmol) and the mixture was stirred at 0° C. for 30 minutes, then allowed to warm to room temperature and stirred an additional 2 hours at ambient temperature. The mixture was quenched with saturated NH4Cl solution at 0° C. and extracted with ethyl acetate. The combined extracts were was... Starting materials: ClCCl (dichloromethane), [I-].ClC=1N(C=[N+]2C1SC(=C2)C=2C[C@H]1N(C2C(=O)OCC2=CC=C(C=C2)[N+](=O)[O-])C([C@@H]1[C@@H](C)O)=O)C (4-nitrobenzyl (5R,6S)-2-(7-chloro-6-methylimidazo[5,1-b]thiazolium-2-yl)-6-((1R)-1-hydroxyethyl)-1-carbapen-2-em-3-carboxylate iodide). Solvent: CN(C)C=O (DMF). The product is ClC=1N=CN2C1SC(=C2)C=2C[C@H]1N(C2C(=O)OCC2=CC=C(C=C2)[N+](=O)[O-])C([C@@H]1[C@@H](C)O)=O (4-nitrobenzyl (5R,6S)-2-(7-chloroimidazo[5,1-b]thiazol-2-yl)-6-((1R)-1-hydroxyethyl)-1-carbapen-2-em-3-carboxylate). As a reaction SMILES: ClCCl.[I-].[Cl:5][C:6]1[N:7](C)[CH:8]=[N+:9]2[CH:13]=[C:12]([C:14]3[CH2:15][C@@H:16]4[C@@H:33]([C@H:34]([OH:36])[CH3:35])[C:32](=[O:37])[N:17]4[C:18]=3[C:19]([O:21][CH2:22][C:23]3[CH:28]=[CH:27][C:26]([N+:29]([O-:31])=[O:30])=[CH:25][CH:24]=3)=[O:20])[S:11][C:10]=12>CN(C=O)C>[Cl:5][C:6]1[N:7]=[CH:8][N:9]2[CH:13]=[C:12]([C:14]3[CH2:15][C@@H:16]4[C@@H:33]([C@H:34]([OH:36])[CH3:35])[C:32](=[O:37])[N:17]4[C:18]=3[C:19]([O:21][CH2:22][C:23]3[CH:24]=[CH:25][C:26]([N+:29]([O-:31])=[O:30])=[CH:27][CH:28]=3)=[O:20])[S:11][C:10]=12 |f:1.2|. Procedure details: In the same manner as in Example 4-a) except that 98 mg of 4-nitrobenzyl (5R,6S)-2-(7-chloroimidazo[5,1-b]thiazol-2-yl)-6-((1R)-1-hydroxyethyl)-1-carbapen-2-em-3-carboxylate and a mixed solvent of dichloromethane and DMF (1:1), the crude 4-nitrobenzyl (5R,6S)-2-(7-chloro-6-methylimidazo[5,1-b]thiazolium-2-yl)-6-((1R)-1-hydroxyethyl)-1-carbapen-2-em-3-carboxylate iodide was obtained as a yellowish brown oil in a yield of 99 mg. Reactants: C1COCCN1, O=C(O)CC1CSC(c2cc3cc(Cl)cc(NC4CCCC4)c3[nH]2)=N1. The product is O=C(CC1CSC(c2cc3cc(Cl)cc(NC4CCCC4)c3[nH]2)=N1)N1CCOCC1. Reaction SMILES: [CH2:26]1[CH2:27][O:28][CH2:29][CH2:30][NH:31]1.[Cl:1][c:2]1[cH:3][c:4]2[cH:5][c:6]([C:17]3=[N:21][CH:20]([CH2:22][C:23](=[O:24])[OH:25])[CH2:19][S:18]3)[nH:7][c:8]2[c:9]([NH:11][CH:12]2[CH2:13][CH2:14][CH2:15][CH2:16]2)[cH:10]1>>[Cl:1][c:2]1[cH:3][c:4]2[cH:5][c:6]([C:17]3=[N:21][CH:20]([CH2:22][C:23](=[O:25])[N:31]4[CH2:26][CH2:27][O:28][CH2:29][CH2:30]4)[CH2:19][S:18]3)[nH:7][c:8]2[c:9]([NH:11][CH:12]2[CH2:13][CH2:14][CH2:15][CH2:16]2)[cH:10]1. Starting materials: ClC1=C(C(=CC(=C1)N=CC1=CC(=C(C=C1)OC)F)Cl)N=CN(C)C (N'-[2,6-Dichloro-4-(3-fluoro-4-methoxybenzylideneamino)phenyl]-N,N-dimethylformamidine), FC1=C(C=O)C=CC=C1 (o-fluorobenzaldehyde), C(C)O (ethanol), CCOCC (ether). Solvent: CCCCCC (n-hexane). The product is ClC1=C(C(=CC(=C1)N=CC1=C(C=CC=C1)F)Cl)N=CN(C)C (N'-[2,6-Dichloro-4-(o-fluorobenzylideneamino)phenyl]-N,N-dimethylformamidine). Reaction SMILES: [Cl:1][C:2]1[CH:7]=[C:6]([N:8]=[CH:9][C:10]2[CH:15]=[CH:14][C:13](OC)=[C:12](F)[CH:11]=2)[CH:5]=[C:4]([Cl:19])[C:3]=1[N:20]=[CH:21][N:22]([CH3:24])[CH3:23].[F:25]C1C=CC=CC=1C=O.C(O)C.CCOCC>CCCCCC>[Cl:1][C:2]1[CH:7]=[C:6]([N:8]=[CH:9][C:10]2[CH:15]=[CH:14][CH:13]=[CH:12][C:11]=2[F:25])[CH:5]=[C:4]([Cl:19])[C:3]=1[N:20]=[CH:21][N:22]([CH3:24])[CH3:23]. Procedure: A mixture of 9.3 g. of N'-(4-amino-2,6-dichlorophenyl)-N,N-dimethylformamidine (Example 9) and 5.0 g. of o-fluorobenzaldehyde in 25 ml. of absolute ethanol is refluxed for 18 hours. The solution is evaporated in vacuo to provide a syrup. The syrup is dissolved in 50 ml. of ether and n-hexane is added to 500 ml. The solution is cooled and filtered. The filtrate is evaporated to 100 ml. to precipitate the product. The product is collected by filtration and washed with n-hexane to give 7.4 g. of th... Reaction SMILES: [F:1][C:2]1[CH:3]=[C:4]([N:17]2[CH2:21][C@H:20]([CH2:22][NH:23][C:24](=[O:26])[CH3:25])[O:19][C:18]2=[O:27])[CH:5]=[CH:6][C:7]=1[O:8][CH2:9][C:10]1([OH:16])[CH2:15][CH2:14][NH:13][CH2:12][CH2:11]1.C(OB(O)OC(=O)C)(=O)C.[CH:38]1([N:41]2[C:50]3[C:45](=[CH:46][C:47]([F:54])=[C:48](F)[C:49]=3[O:51][CH3:52])[C:44](=[O:55])[C:43]([C:56]([OH:58])=[O:57])=[CH:42]2)[CH2:40][CH2:39]1.C(N(C(C)C)C(C)C)C>CN1CCCC1=O>[C:24]([NH:23][CH2:22][C@@H:20]1[O:19][C:18](=[O:27])[N:17]([C:4]2[CH:5]=[CH:6][C:7]([O:8][CH2:9][C:10]3([OH:16])[CH2:15][CH2:14][N:13]([C:48]4[C:49]([O:51][CH3:52])=[C:50]5[C:45]([C:44](=[O:55])[C:43]([C:56]([OH:58])=[O:57])=[CH:42][N:41]5[CH:38]5[CH2:40][CH2:39]5)=[CH:46][C:47]=4[F:54])[CH2:12][CH2:11]3)=[C:2]([F:1])[CH:3]=2)[CH2:21]1)(=[O:26])[CH3:25] |f:1.2|. Product: C(C)(=O)NC[C@H]1CN(C(O1)=O)C1=CC(=C(OCC2(CCN(CC2)C2=C(C=C3C(C(=CN(C3=C2OC)C2CC2)C(=O)O)=O)F)O)C=C1)F (7-(4-(4-[(5S)-5-(Acetylamino-methyl)-2-oxo-oxazolidin-3-yl]-2-fluoro-phenoxymethyl}-4-hydroxy-piperidin-1-yl)-1-cyclopropyl-6-fluoro-8-methoxy-4-oxo-1,4-dihydro-quinoline-3-carboxylic acid). Starting materials: FC=1C=C(C=CC1OCC1(CCNCC1)O)N1C(O[C@H](C1)CNC(C)=O)=O (N-[{(5S)-3[3-fluoro-4-(4-hydroxy-piperidin-4-ylmethoxy)-phenyl]-2-oxo-oxazolidin-5-ylmethyl}]-acetamide), C(C)(=O)OB(OC(C)=O)O.C1(CC1)N1C=C(C(C2=CC(=C(C(=C12)OC)F)F)=O)C(=O)O (1-cyclopropyl-6,7-difluoro-1,4-dihydro-8-methoxy-4-oxo-3-quinolinecarboxylic acid diacetylborate), C(C)N(C(C)C)C(C)C (ethyl diisopropylamine). Run in CN1C(CCC1)=O (N-methyl-pyrrolidin-2-one). Reported procedure: In analogy to example 5 with 114 mg N-[{(5S)-3[3-fluoro-4-(4-hydroxy-piperidin-4-ylmethoxy)-phenyl]-2-oxo-oxazolidin-5-ylmethyl}]-acetamide. (MW: 381.40 0.3 mmol), 127 mg of 1-cyclopropyl-6,7-difluoro-1,4-dihydro-8-methoxy-4-oxo-3-quinolinecarboxylic acid diacetylborate (Sakurai, Nobuhiro; Sano, Mitsuharu; Hirayama, Fumihiro; Kuroda, Tsuyoshi; Uemori, Satoru; Bioorg. Med. Chem. Lett.; 8; 16; 1998; 2185-2190) (MW: 423.137, 0.3 mmol) and 38 mg of ethyl diisopropylamine (MW: 129.25, 0.3 mmol) in 1 ...